From a dataset of the Open Reaction Database (ORD), a public repository of structured organic reaction records. describe an organic reaction: reactants, conditions, products, and yield Reaction SMILES: [C:1](#[C:2][CH2:3][CH3:4])[c:5]1[cH:6][c:7]2[cH:8][n:9][n:10]([CH:14]3[O:15][CH2:16][CH2:17][CH2:18][CH2:19]3)[c:11]2[cH:12][cH:13]1.[CH2:27]([CH3:28])[O:29][C:30]([CH:31]=[CH:32][c:33]1[cH:34][cH:35][c:36]([B:39]([OH:40])[OH:41])[cH:37][cH:38]1)=[O:42].[CH3:49][N:50]([CH3:51])[CH:52]=[O:53].[CH3:55][N:56]([CH3:57])[CH:58]=[O:59].[I:20][c:21]1[cH:22][cH:23][cH:24][cH:25][cH:26]1.[K+:43].[K+:44].[O-:45][C:46]([O-:47])=[O:48].[OH2:54]>>[C:1](=[C:2]([CH2:3][CH3:4])[c:21]1[cH:22][cH:23][cH:24][cH:25][cH:26]1)([c:5]1[cH:6][c:7]2[cH:8][n:9][n:10]([CH:14]3[O:15][CH2:16][CH2:17][CH2:18][CH2:19]3)[c:11]2[cH:12][cH:13]1)[c:36]1[cH:35][cH:34][c:33]([CH:32]=[CH:31][C:30]([O:29][CH2:27][CH3:28])=[O:42])[cH:38][cH:37]1. Yields the product CCOC(=O)C=Cc1ccc(C(=C(CC)c2ccccc2)c2ccc3c(cnn3C3CCCCO3)c2)cc1. Starting materials: CCC#Cc1ccc2c(cnn2C2CCCCO2)c1, CCOC(=O)C=Cc1ccc(B(O)O)cc1, CN(C)C=O, CN(C)C=O, Ic1ccccc1, [K+], [K+], O=C([O-])[O-], O. Reactants: CC[SiH](CC)CC, COc1ccc(CCN2C(=O)N(N(Cc3ccncc3)C(=O)CC(C)(C)C)CC2c2ccc(C)c(C)c2)cc1, ClCCl, O=C(O)C(F)(F)F. Yields the product COc1ccc(CCN2C(=O)N(NCc3ccncc3)CC2c2ccc(C)c(C)c2)cc1. RXN SMILES: [CH2:40]([SiH:41]([CH2:42][CH3:43])[CH2:44][CH3:45])[CH3:46].[CH3:1][c:2]1[cH:3][c:4]([CH:9]2[N:10]([CH2:30][CH2:31][c:32]3[cH:33][cH:34][c:35]([O:38][CH3:39])[cH:36][cH:37]3)[C:11](=[O:29])[N:12]([N:14]([C:15](=[O:16])[CH2:17][C:18]([CH3:19])([CH3:20])[CH3:21])[CH2:22][c:23]3[cH:24][cH:25][n:26][cH:27][cH:28]3)[CH2:13]2)[cH:5][cH:6][c:7]1[CH3:8].[Cl:54][CH2:55][Cl:56].[OH:47][C:48]([C:49]([F:50])([F:51])[F:52])=[O:53]>>[CH3:1][c:2]1[cH:3][c:4]([CH:9]2[N:10]([CH2:30][CH2:31][c:32]3[cH:33][cH:34][c:35]([O:38][CH3:39])[cH:36][cH:37]3)[C:11](=[O:29])[N:12]([NH:14][CH2:22][c:23]3[cH:24][cH:25][n:26][cH:27][cH:28]3)[CH2:13]2)[cH:5][cH:6][c:7]1[CH3:8]. Reactants: Cc1ccc(C(=O)Cl)o1, c1ccc(CCCN2CCNCC2)cc1, c1ccccc1. Product: Cl, Cc1ccc(C(=O)N2CCN(CCCc3ccccc3)CC2)o1. Reaction SMILES: [CH3:16][c:17]1[cH:18][cH:19][c:20]([C:22](=[O:23])[Cl:24])[o:21]1.[c:1]1([CH2:7][CH2:8][CH2:9][N:10]2[CH2:11][CH2:12][NH:13][CH2:14][CH2:15]2)[cH:2][cH:3][cH:4][cH:5][cH:6]1.[cH:25]1[cH:26][cH:27][cH:28][cH:29][cH:30]1>>[ClH:24].[c:1]1([CH2:7][CH2:8][CH2:9][N:10]2[CH2:11][CH2:12][N:13]([C:22]([c:20]3[cH:19][cH:18][c:17]([CH3:16])[o:21]3)=[O:23])[CH2:14][CH2:15]2)[cH:2][cH:3][cH:4][cH:5][cH:6]1. The reactants are O([C@@H]1[C@H](O)[C@@H](O)[C@@H](O)[C@H](O1)CO)[C@@H]1[C@H]([C@H](O[C@H]2[C@@H]([C@H](C(O)O[C@@H]2CO)N)O)O[C@@H]([C@@H]1O)CO)O (Galα1-3Galβ1-4GlcNH2), glycosyl, C1=CN(C(=O)NC1=O)[C@H]2[C@@H]([C@@H]([C@H](O2)COP(=O)(O)OP(=O)(O)O[C@@H]3[C@@H]([C@H]([C@H]([C@H](O3)CO)O)O)O)O)O (UDP-Gal). Yields the product O([C@H]1[C@H](O)[C@@H](O)[C@@H](O)[C@H](O1)CO)[C@H]1[C@@H]([C@H](C(O)O[C@@H]1CO)N)O (Galβ1-4GlcNH2). RXN SMILES: [O:1]([C@H:13]1[C@@H:30]([OH:31])[C@@H:29]([CH2:32][OH:33])[O:28][C@@H:15]([O:16][C@@H:17]2[C@@H:23]([CH2:24][OH:25])[O:22][CH:20]([OH:21])[C@H:19]([NH2:26])[C@H:18]2[OH:27])[C@@H:14]1[OH:34])[C@H]1O[C@H](CO)[C@H](O)[C@H](O)[C@H]1O.C1C(=O)NC(=O)N([C@@H]2O[C@H](COP(OP(O[C@H]3O[C@H](CO)[C@H](O)[C@H](O)[C@H]3O)(O)=O)(O)=O)[C@@H](O)[C@H]2O)C=1>>[O:16]([C@@H:17]1[C@@H:23]([CH2:24][OH:25])[O:22][CH:20]([OH:21])[C@H:19]([NH2:26])[C@H:18]1[OH:27])[C@@H:15]1[O:28][C@H:29]([CH2:32][OH:33])[C@H:30]([OH:31])[C@H:13]([OH:1])[C@H:14]1[OH:34]. Reported procedure: Synthesis of Galα1-3Galβ1-4GlcNH2 βSEt. Galβ1-4GlcNH2 βSEt is prepared as described above and used directly or after isolation as acceptor for a α1-3-D-galactosyltransferase (e.g. EC 2.4.1 151) reaction with a suitable glycosyl donor such as UDP-Gal. The reactants are COC(=O)COC1=NC=C(C=C1)[N+](=O)[O-] (2-(methoxycarbonyl)methoxy-5-nitropyridine). The reagents and catalysts are [Pd] (palladium/carbon). The solvent is C(C)(=O)OCC (ethyl acetate). Reaction conditions: time 3 hour. Product: NC=1C=CC(=NC1)OCC(=O)OC (5-amino-2-(methoxycarbonyl)methoxypyridine). The yield is 100.0%. As a reaction SMILES: [CH3:1][O:2][C:3]([CH2:5][O:6][C:7]1[CH:12]=[CH:11][C:10]([N+:13]([O-])=O)=[CH:9][N:8]=1)=[O:4]>[Pd].C(OCC)(=O)C>[NH2:13][C:10]1[CH:11]=[CH:12][C:7]([O:6][CH2:5][C:3]([O:2][CH3:1])=[O:4])=[N:8][CH:9]=1. Reported procedure: A mixture of 5.18 g of 2-(methoxycarbonyl)methoxy-5-nitropyridine, 0.8 g of 10% palladium/carbon and 50 ml of ethyl acetate was stirred for 3 hours at room temperature under hydrogen atmosphere. The reaction system was purged with nitrogen, then, the reaction solution was filtrated through Celite, and the filtrate was concentrated. The residue was subjected to silica gel column chromatography to obtain 4.45 g of 5-amino-2-(methoxycarbonyl)methoxypyridine. Starting materials: O=C(O)CCCCCCCCCCCCCCCO, Cc1ccc(S(=O)(=O)Cl)cc1, c1ccncc1. Yields the product Cc1ccc(S(=O)(=O)OCCCCCCCCCCCCCCCC(=O)O)cc1. Reaction SMILES: [OH:1][CH2:2][CH2:3][CH2:4][CH2:5][CH2:6][CH2:7][CH2:8][CH2:9][CH2:10][CH2:11][CH2:12][CH2:13][CH2:14][CH2:15][CH2:16][C:17]([OH:18])=[O:19].[c:20]1([CH3:30])[cH:21][cH:22][c:23]([S:26](=[O:27])(=[O:28])[Cl:29])[cH:24][cH:25]1.[cH:31]1[cH:32][cH:33][n:34][cH:35][cH:36]1>>[O:1]([CH2:2][CH2:3][CH2:4][CH2:5][CH2:6][CH2:7][CH2:8][CH2:9][CH2:10][CH2:11][CH2:12][CH2:13][CH2:14][CH2:15][CH2:16][C:17]([OH:18])=[O:19])[S:26]([c:23]1[cH:22][cH:21][c:20]([CH3:30])[cH:25][cH:24]1)(=[O:27])=[O:28]. Reactants: O=C[C@H](O)[C@@H](O)[C@H](O)[C@H](O)CO (glucose), CCCCCCCCCCCCOS(=O)(=O)[O-].[Na+] (SDS), P(=O)(O)(O)[O-].[K+] (potassium dihydrogenphosphate), CC1=C(SC=[N+]1CC=2C=NC(=NC2N)C)CCO.Cl.[Cl-] (thiamine hydrochloride), C([O-])([O-])=O.[Ca+2] (calcium carbonate), CCN(CC1=CC(=CC=C1)S(=O)(=O)[O-])C2=CC=C(C=C2)C(=C3C=CC(=[N+](CC)CC4=CC(=CC=C4)S(=O)(=O)[O-])C=C3)C5=CC=C(C=C5)NC6=CC=C(C=C6)OCC.[Na+] (CBB R250), C1[C@H]([C@@H]([C@H]([C@@H]([C@H]1N)O[C@@H]2[C@@H]([C@H]([C@@H]([C@H](O2)CN)O)O)O)O)O[C@@H]3[C@@H]([C@H]([C@@H]([C@H](O3)CO)O)N)O)N (kanamycin), NC(CCSC)C(=O)O (DL-methionine), O.O.O.O.O.O.O.S(=O)(=O)([O-])[O-].[Mg+2] (magnesium sulfate heptahydrate), S(=O)(=O)([O-])[O-].[NH4+].[NH4+] (ammonium sulfate), OC(=O)CCCC[C@@H]1SC[C@@H]2NC(=O)N[C@H]12 (biotin). The reagents and catalysts are O.O.O.O.O.O.O.S(=O)(=O)([O-])[O-].[Fe+2] (iron sulfate heptahydrate), O.O.O.O.O.S(=O)(=O)([O-])[O-].[Mn+2] (manganese sulfate pentahydrate). Run in O (water). The product is CC1([C@@H](N2[C@H](S1)[C@@H](C2=O)NC(=O)CC=3C=CC=CC3)C(=O)[O-])C.[K+] (Penicillin). As a reaction SMILES: O=[CH:2][C@@H:3]([C@H:5]([C@@H:7]([C@@H:9]([CH2:11][OH:12])O)O)O)O.O.O.O.O.O.O.O.S([O-])([O-])(=O)=O.[Mg+2].S([O-])([O-])(=O)=O.[NH4+].[NH4+].P([O-])(O)(O)=O.[K+:38].[CH3:39][C:40]1[N+](CC2C=NC(C)=NC=2N)=CSC=1CCO.Cl.[Cl-].OC(CCC[CH2:65][C@H:66]1[C@@H:74]2[C@@H:69]([NH:70][C:71]([NH:73]2)=[O:72])[CH2:68][S:67]1)=O.NC([C:81]([OH:83])=[O:82])CCSC.[C:84](=O)([O-])[O-].[Ca+2].C1[C@H](N)[C@@H](O[C@H]2O[C@H](CN)[C@@H](O)[C@H](O)[C@H]2O)[C@H](O)[C@@H](O[C@H]2O[C@H](CO)[C@@H](O)[C@H](N)[C@H]2O)[C@@H]1N.CCCCCCCCCCCCOS([O-])(=O)=O.[Na+].CCN(C1C=CC(C(C2C=CC(NC3C=CC(OCC)=CC=3)=CC=2)=C2C=CC(=[N+](CC3C=CC=C(S([O-])(=O)=O)C=3)CC)C=C2)=CC=1)CC1C=CC=C(S([O-])(=O)=O)C=1.[Na+]>O.O.O.O.O.O.O.S([O-])([O-])(=O)=O.[Fe+2].O.O.O.O.O.S([O-])([O-])(=O)=O.[Mn+2].O>[CH3:84][C:66]1([CH3:65])[S:67][C@@H:68]2[C@H:69]([NH:70][C:11]([CH2:9][C:7]3[CH:5]=[CH:3][CH:2]=[CH:39][CH:40]=3)=[O:12])[C:71](=[O:72])[N:73]2[C@H:74]1[C:81]([O-:83])=[O:82].[K+:38] |f:1.2.3.4.5.6.7.8.9,10.11.12,13.14,15.16.17,20.21,23.24,25.26,27.28.29.30.31.32.33.34.35,36.37.38.39.40.41.42,44.45|. Procedure details: The secretory expression system of the protransglutaminase using C. glutamicum has already been reported (WO01/23591). Then, by using the plasmid vector pPKSPTG1 for secretory expression of protransglutaminase described in WO01/23591, each of the YDK010 strain and the YDK010ΔPBP1a strain was transformed. Each of the obtained transformants was cultured in the MM liquid medium (120 g of glucose, 3 g of magnesium sulfate heptahydrate, 30 g of ammonium sulfate, 1.5 g of potassium dihydrogenphosphate...